Dataset: the Open Reaction Database (ORD), a public repository of structured organic reaction records. Task: describe an organic reaction: reactants, conditions, products, and yield The reactants are Oc1ccc(Br)cc1, CC(=O)O, O=C1CCC(=O)N1I. Product: Oc1ccc(Br)cc1I. RXN SMILES: [Br:1][c:2]1[cH:3][cH:4][c:5]([OH:8])[cH:6][cH:7]1.[CH3:17][C:18](=[O:19])[OH:20].[I:9][N:10]1[C:11](=[O:12])[CH2:13][CH2:14][C:15]1=[O:16]>>[Br:1][c:2]1[cH:3][c:4]([I:9])[c:5]([OH:8])[cH:6][cH:7]1. The reactants are ClC(Cl)Cl, O=S(Cl)Cl, CC(O)c1ccnc2ccccc12. The product is CC(Cl)c1ccnc2ccccc12. RXN SMILES: [CH:18]([Cl:19])([Cl:20])[Cl:21].[S:14]([Cl:15])([Cl:16])=[O:17].[n:1]1[cH:2][cH:3][c:4]([CH:11]([CH3:12])[OH:13])[c:5]2[cH:6][cH:7][cH:8][cH:9][c:10]12>>[n:1]1[cH:2][cH:3][c:4]([CH:11]([CH3:12])[Cl:16])[c:5]2[cH:6][cH:7][cH:8][cH:9][c:10]12.